This data is from the Open Reaction Database (ORD), a public repository of structured organic reaction records. The task is: describe an organic reaction: reactants, conditions, products, and yield Starting materials: C/C(/CO)=C\CC1=C(CCCC1(C)C)C ((2E)-2-methyl-4-(2,6,6-trimethyl-1-cyclohexen-1-yl)-2-butenol), BrC(Br)(Br)Br (tetrabromomethane), C1(=CC=CC=C1)P(C1=CC=CC=C1)C1=CC=CC=C1 (triphenylphosphine). The solvent is ClCCl (dichloromethane), ClCCl (dichloromethane). Conditions: time 8 hour. The product is BrC\C(=C\CC1=C(CCCC1(C)C)C)\C ((2E)-1-bromo-2-methyl-4-(2,6,6-trimethyl-1-cyclohexen-1-yl)-2-butene). The yield is 97.2%. Reaction SMILES: [CH3:1]/[C:2](=[CH:5]\[CH2:6][C:7]1[C:12]([CH3:14])([CH3:13])[CH2:11][CH2:10][CH2:9][C:8]=1[CH3:15])/[CH2:3]O.[Br:16]C(Br)(Br)Br.C1(P(C2C=CC=CC=2)C2C=CC=CC=2)C=CC=CC=1>ClCCl>[Br:16][CH2:3]/[C:2](/[CH3:1])=[CH:5]/[CH2:6][C:7]1[C:12]([CH3:14])([CH3:13])[CH2:11][CH2:10][CH2:9][C:8]=1[CH3:15]. Procedure: To a solution of (2E)-2-methyl-4-(2,6,6-trimethyl-1-cyclohexen-1-yl)-2-butenol (Chem. Abstr., 94, 65904 h) (4.15 g) and tetrabromomethane (7.0 g) in dichloromethane (40 ml) is added over 20 min a solution of triphenylphosphine (5.51 g) in dichloromethane (30 ml). The mixture is stirred overnight under nitrogen, the solvent is removed, and the residue is triturated with hexane. The mixture is filtered, and the filtrate concentrated in vacuo to provide (2E)-1-bromo-2-methyl-4-(2,6,6-trimethyl-1-cy... Reactants: CCCC[Sn](CCCC)(CCCC)c1cccs1, Cc1ccccc1, O=C(c1ccc(I)cc1)N1Cc2cccn2Cc2ccccc21. Yields the product O=C(c1ccc(-c2cccs2)cc1)N1Cc2cccn2Cc2ccccc21. Reaction SMILES: [CH2:24]([Sn:25]([CH2:26][CH2:27][CH2:28][CH3:34])([c:29]1[s:30][cH:31][cH:32][cH:33]1)[CH2:35][CH2:36][CH2:37][CH3:38])[CH2:39][CH2:40][CH3:41].[CH3:42][c:43]1[cH:44][cH:45][cH:46][cH:47][cH:48]1.[I:1][c:2]1[cH:3][cH:4][c:5]([C:6](=[O:7])[N:8]2[CH2:9][c:10]3[n:11]([cH:19][cH:20][cH:21]3)[CH2:12][c:13]3[c:14]2[cH:15][cH:16][cH:17][cH:18]3)[cH:22][cH:23]1>>[c:2]1(-[c:29]2[s:30][cH:31][cH:32][cH:33]2)[cH:3][cH:4][c:5]([C:6](=[O:7])[N:8]2[CH2:9][c:10]3[n:11]([cH:19][cH:20][cH:21]3)[CH2:12][c:13]3[c:14]2[cH:15][cH:16][cH:17][cH:18]3)[cH:22][cH:23]1. The reactants are CC(C)(C)C(=O)O, CCN=C=NCCCN(C)C, CN(C)c1ccncc1, CSc1c(C(=O)NN)nn(-c2ccc(Cl)cc2Cl)c1-c1ccc(Cl)cc1, ClCCl. The product is CSc1c(C(=O)NNC(=O)C(C)(C)C)nn(-c2ccc(Cl)cc2Cl)c1-c1ccc(Cl)cc1. RXN SMILES: [CH3:27][C:28]([CH3:29])([CH3:30])[C:31]([OH:32])=[O:33].[CH3:34][CH2:35][N:36]=[C:37]=[N:38][CH2:39][CH2:40][CH2:41][N:42]([CH3:43])[CH3:44].[CH3:48][N:49]([c:50]1[cH:51][cH:52][n:53][cH:54][cH:55]1)[CH3:56].[Cl:1][c:2]1[cH:3][cH:4][c:5](-[c:8]2[c:9]([S:25][CH3:26])[c:10]([C:21](=[O:22])[NH:23][NH2:24])[n:11][n:12]2-[c:13]2[c:14]([Cl:20])[cH:15][c:16]([Cl:19])[cH:17][cH:18]2)[cH:6][cH:7]1.[Cl:45][CH2:46][Cl:47]>>[Cl:1][c:2]1[cH:3][cH:4][c:5](-[c:8]2[c:9]([S:25][CH3:26])[c:10]([C:21](=[O:22])[NH:23][NH:24][C:31]([C:28]([CH3:27])([CH3:29])[CH3:30])=[O:32])[n:11][n:12]2-[c:13]2[c:14]([Cl:20])[cH:15][c:16]([Cl:19])[cH:17][cH:18]2)[cH:6][cH:7]1. Starting materials: O=C([O-])[O-], CC(C)=O, CC(C)I, [K+], [K+], CC1(C)CCC(=O)c2c(O)cc(C#C[Si](C)(C)C)cc21. The product is CC(C)Oc1cc(C#C[Si](C)(C)C)cc2c1C(=O)CCC2(C)C. Reaction SMILES: [C:21](=[O:22])([O-:23])[O-:24].[CH3:31][C:32](=[O:33])[CH3:34].[I:27][CH:28]([CH3:29])[CH3:30].[K+:25].[K+:26].[OH:1][c:2]1[cH:3][c:4]([C:15]#[C:16][Si:17]([CH3:18])([CH3:19])[CH3:20])[cH:5][c:6]2[c:11]1[C:10](=[O:12])[CH2:9][CH2:8][C:7]2([CH3:13])[CH3:14]>>[O:1]([c:2]1[cH:3][c:4]([C:15]#[C:16][Si:17]([CH3:18])([CH3:19])[CH3:20])[cH:5][c:6]2[c:11]1[C:10](=[O:12])[CH2:9][CH2:8][C:7]2([CH3:13])[CH3:14])[CH:28]([CH3:29])[CH3:30]. Starting materials: [Na] (sodium), CO (methanol), C1=CC2=C(C=C1C=O)OCO2 (piperonal), [N+](=O)([O-])C(C)C (2-nitropropane), ice water. The solvent is C(C)(=O)O (acetic acid). Reaction conditions: time 1 hour. The product is C1OC=2C=C(C=CC2O1)C(C(C)([N+](=O)[O-])C)O (1-(3,4-methylenedioxyphenyl)-2-methyl-2-nitropropanol). Isolated yield 18.8%. RXN SMILES: [Na].CO.[CH:4]1[C:9]([CH:10]=[O:11])=[CH:8][C:7]2[O:12][CH2:13][O:14][C:6]=2[CH:5]=1.[N+:15]([CH:18]([CH3:20])[CH3:19])([O-:17])=[O:16]>C(O)(=O)C>[CH2:13]1[O:14][C:6]2[CH:5]=[CH:4][C:9]([CH:10]([OH:11])[C:18]([CH3:20])([N+:15]([O-:17])=[O:16])[CH3:19])=[CH:8][C:7]=2[O:12]1 |^1:0|. Procedure details: 7.7 g of sodium are added to 220 ml of anhydrous methanol, and 50 g of piperonal and 90 g of 2-nitropropane are added thereto. The mixture is stirred at room temperature for one hour, and then refluxed for 4 hours. After cooling, the reaction mixture is poured into ice-water containing 21 g of acetic acid, and then extracted with ether. The extract is washed with a saturated sodium chloride solution, a saturated sodium bisulfite solution and a saturated sodium chloride solution, successively. Th... Starting materials: COC(C1=C(C=C(C=C1)CNC=1C=NC=CC1C)C1=CC=CC=C1)=O (4-(4-Methylpyrid-3-ylaminomethyl)-2-phenylbenzoic Acid Methyl Ester), [OH-].[Li+] (lithium hydroxide), Cl (hydrogen chloride), Cl.COC([C@@H](N)CCSC)=O (L-methionine methyl ester hydrochloride), ON1N=NC2=C(C1=O)C=CC=C2 (3-hydroxy 1,2,3-benzotriazin-4(3H)-one), CN(CCCN=C=NCC)C (1-(3-dimethylaminopropyl)-3-ethylcarbodimide). Solvent: CO (methanol), C(C)(=O)OCC (ethyl acetate), N1=CC=CC=C1 (pyridine), C1CCOC1 (THF). Conditions: time 15 hour. Product: COC([C@@H](NC(C1=C(C=C(C=C1)CNC=1C=NC=CC1C)C1=CC=CC=C1)=O)CCSC)=O ([4-(4-Methylpyrid-3-ylaminomethyl)-2-phenylbenzoyl]methionine Methyl Ester). RXN SMILES: C[O:2][C:3](=O)[C:4]1[CH:9]=[CH:8][C:7]([CH2:10][NH:11][C:12]2[CH:13]=[N:14][CH:15]=[CH:16][C:17]=2[CH3:18])=[CH:6][C:5]=1[C:19]1[CH:24]=[CH:23][CH:22]=[CH:21][CH:20]=1.[OH-].[Li+].Cl.Cl.[CH3:30][O:31][C:32](=[O:39])[C@H:33]([CH2:35][CH2:36][S:37][CH3:38])[NH2:34].ON1C(=O)C2C=CC=CC=2N=N1.CN(C)CCCN=C=NCC>CO.C(OCC)(=O)C.N1C=CC=CC=1.C1COCC1>[CH3:30][O:31][C:32](=[O:39])[C@H:33]([CH2:35][CH2:36][S:37][CH3:38])[NH:34][C:3](=[O:2])[C:4]1[CH:9]=[CH:8][C:7]([CH2:10][NH:11][C:12]2[CH:13]=[N:14][CH:15]=[CH:16][C:17]=2[CH3:18])=[CH:6][C:5]=1[C:19]1[CH:20]=[CH:21][CH:22]=[CH:23][CH:24]=1 |f:1.2,4.5|. Reported procedure: A solution of the product of Example 280B (446 mg, 1.3 mmol) and aqueous saturated lithium hydroxide (3 mL) in methanol (5 mL) was heated at 60° C. for 15 hours. The reaction mixture was then neutralized with hydrogen chloride (4 N in dioxane, 5 mL). The reaction mixture was concentrated in vacuo to dryness. To the residue was added sequentially L-methionine methyl ester hydrochloride (311 mg, 1.56 mmol), 3-hydroxy 1,2,3-benzotriazin-4(3H)-one (318 mg, 1.95 mmol), 1-(3-dimethylaminopropyl)-3-eth...